Dataset: the Open Reaction Database (ORD), a public repository of structured organic reaction records. Task: describe an organic reaction: reactants, conditions, products, and yield Starting materials: C(C)OC(CN1N=CC(=C1)I)=O ((4-Iodo-pyrazol-1-yl)-acetic acid ethyl ester), COC1=CC=C(CS)C=C1 (4-methoxybenzyl mercaptan), CC1(C2=C(C(=CC=C2)P(C3=CC=CC=C3)C4=CC=CC=C4)OC5=C(C=CC=C51)P(C6=CC=CC=C6)C7=CC=CC=C7)C (Xantphos), CCN(C(C)C)C(C)C (Hünig's base). Reagents/catalysts: C=1C=CC(=CC1)/C=C/C(=O)/C=C/C2=CC=CC=C2.C=1C=CC(=CC1)/C=C/C(=O)/C=C/C2=CC=CC=C2.C=1C=CC(=CC1)/C=C/C(=O)/C=C/C2=CC=CC=C2.[Pd].[Pd] (tris(dibenzylideneacetone)dipalladium(0)). The solvent is O1CCOCC1 (dioxane), CCOC(=O)C (EtOAc). Run at temperature 90 celsius. The product is C(C)OC(CN1N=CC(=C1)SCC1=CC=C(C=C1)OC)=O ([4-(4-Methoxy-benzylsulfanyl)-pyrazol-1-yl]acetic acid ethyl ester). As a reaction SMILES: [CH2:1]([O:3][C:4](=[O:12])[CH2:5][N:6]1[CH:10]=[C:9](I)[CH:8]=[N:7]1)[CH3:2].[CH3:13][O:14][C:15]1[CH:22]=[CH:21][C:18]([CH2:19][SH:20])=[CH:17][CH:16]=1.CC1(C)C2C(=C(P(C3C=CC=CC=3)C3C=CC=CC=3)C=CC=2)OC2C(P(C3C=CC=CC=3)C3C=CC=CC=3)=CC=CC1=2.CCN(C(C)C)C(C)C>O1CCOCC1.CCOC(C)=O.C1C=CC(/C=C/C(/C=C/C2C=CC=CC=2)=O)=CC=1.C1C=CC(/C=C/C(/C=C/C2C=CC=CC=2)=O)=CC=1.C1C=CC(/C=C/C(/C=C/C2C=CC=CC=2)=O)=CC=1.[Pd].[Pd]>[CH2:1]([O:3][C:4](=[O:12])[CH2:5][N:6]1[CH:10]=[C:9]([S:20][CH2:19][C:18]2[CH:21]=[CH:22][C:15]([O:14][CH3:13])=[CH:16][CH:17]=2)[CH:8]=[N:7]1)[CH3:2] |f:6.7.8.9.10|. Procedure: (4-Iodo-pyrazol-1-yl)-acetic acid ethyl ester (1.8 g, 10.3 mmol), 4-methoxybenzyl mercaptan (1.43 mL, 10.3 mmol), Xantphos (0.298 g, 0.515 mmol) and then Hünig's base (3.7 mL, 21.2 mmol) were dissolved in dioxane (100 mL). The reaction was purged with N2 (g) for 10 minutes and then tris(dibenzylideneacetone)dipalladium(0) (0.235 g, 0.258 mmol) was added. The reaction was heated to 90° C. for 2 hours then cooled and diluted with EtOAc. The organic portion was washed with H2O and brine, with back-... Reactants: C1CCOC1, [Li]CCCC, COc1ccc(C(F)(F)C(F)(F)F)cc1, CC(=O)Cl, CCCCCC, [Cl-], [Cl-], Cl, [Zn+2]. Product: COc1ccc(C(F)(F)C(F)(F)F)cc1C(C)=O. As a reaction SMILES: [CH2:26]1[O:27][CH2:28][CH2:29][CH2:30]1.[CH3:16][CH2:17][CH2:18][CH2:19][Li:20].[CH3:1][O:2][c:3]1[cH:4][cH:5][c:6]([C:9]([C:10]([F:11])([F:12])[F:13])([F:14])[F:15])[cH:7][cH:8]1.[CH3:21][C:22]([Cl:23])=[O:24].[CH3:31][CH2:32][CH2:33][CH2:34][CH2:35][CH3:36].[Cl-:37].[Cl-:39].[ClH:25].[Zn+2:38]>>[CH3:1][O:2][c:3]1[cH:4][cH:5][c:6]([C:9]([C:10]([F:11])([F:12])[F:13])([F:14])[F:15])[cH:7][c:8]1[C:22]([CH3:21])=[O:24]. Starting materials: BrC1=CC2=C(N(CCN(C2)C)C2=CC=CC=C2)C=C1 (7-bromo-4-methyl-1-phenyl-2,3,4,5-tetrahydro-1H-benzo[e][1,4]diazepine), B1(OC(C(O1)(C)C)(C)C)B2OC(C(O2)(C)C)(C)C (bis(pinacolato)diboron), C(C)(=O)[O-].[K+] (potassium acetate), C([O-])([O-])=O.[Cs+].[Cs+] (cesium carbonate), ClC=1N=NC(=CC1)C (3-chloro-6-methylpyridazine). Reagents/catalysts: C1=CC=C(C=C1)[PH+](C2=CC=CC=C2)[C]3[CH][CH][CH][CH]3.C1=CC=C(C=C1)[PH+](C2=CC=CC=C2)[C]3[CH][CH][CH][CH]3.C(Cl)Cl.Cl[Pd]Cl.[Fe] (dichloro[1,1′-bis(diphenylphosphino)ferrocene]palladium(II) dichloromethane adduct). Run in CN(C)C=O (DMF), O (water). Run at temperature 60 celsius, time 8 hour. Product: CN1CCN(C2=C(C1)C=C(C=C2)C=2N=NC(=CC2)C)C2=CC=CC=C2 (4-methyl-7-(6-methylpyridazin-3-yl)-1-phenyl-2,3,4,5-tetrahydro-1H-benzo[e][1,4]diazepine). Isolated yield 69.2%. As a reaction SMILES: Br[C:2]1[CH:19]=[CH:18][C:5]2[N:6]([C:12]3[CH:17]=[CH:16][CH:15]=[CH:14][CH:13]=3)[CH2:7][CH2:8][N:9]([CH3:11])[CH2:10][C:4]=2[CH:3]=1.B1(B2OC(C)(C)C(C)(C)O2)OC(C)(C)C(C)(C)O1.C([O-])(=O)C.[K+].C(=O)([O-])[O-].[Cs+].[Cs+].Cl[C:50]1[N:51]=[N:52][C:53]([CH3:56])=[CH:54][CH:55]=1>C1C=CC([PH+]([C]2[CH][CH][CH][CH]2)C2C=CC=CC=2)=CC=1.C1C=CC([PH+]([C]2[CH][CH][CH][CH]2)C2C=CC=CC=2)=CC=1.C(Cl)Cl.Cl[Pd]Cl.[Fe].O.CN(C=O)C>[CH3:11][N:9]1[CH2:10][C:4]2[CH:3]=[C:2]([C:50]3[N:51]=[N:52][C:53]([CH3:56])=[CH:54][CH:55]=3)[CH:19]=[CH:18][C:5]=2[N:6]([C:12]2[CH:17]=[CH:16][CH:15]=[CH:14][CH:13]=2)[CH2:7][CH2:8]1 |f:2.3,4.5.6,8.9.10.11.12,^1:61,62,63,64,65,79,80,81,82,83|. Reported procedure: A round bottomed flask was charged with 7-bromo-4-methyl-1-phenyl-2,3,4,5-tetrahydro-1H-benzo[e][1,4]diazepine (0.22 g, 0.7 mmol) from step A above, bis(pinacolato)diboron (0.20 g, 0.77 mmol), potassium acetate (0.21 g, 2.1 mmol), dichloro[1,1′-bis(diphenylphosphino)ferrocene]palladium(II) dichloromethane adduct (57 mg, 0.07 mmol) and DMF (3.5 mL). The mixture was degassed with nitrogen (3×) and then stirred at 60° C. overnight. The mixture was cooled to room temperature, and cesium carbonate (0... Starting materials: 1,2,4-dimethyl-3′-trifluoromethoxy-biphenyl-3-carboxylic acid, acid chloride, BrC=1C(=C(C(=O)O)C(=CC1)C)C (3-bromo-2,6-dimethyl-benzoic acid), FC(OC=1C=C(C=CC1)B(O)O)(F)F (3-trifluoromethoxy-phenyl boronic acid), N1(CCCC1)C1CCNCC1 (4-pyrrolidin-1-yl-piperidine). Product: CC1=C(C=CC(=C1C(=O)N1CCC(CC1)N1CCCC1)C)C1=CC(=CC=C1)OC(F)(F)F ((2,4-Dimethyl-3′-trifluoromethoxy-biphenyl-3-yl)-(4-pyrrolidin-1-yl-piperidin-1-yl)-methanone). As a reaction SMILES: Br[C:2]1[C:3]([CH3:12])=[C:4]([C:8]([CH3:11])=[CH:9][CH:10]=1)[C:5]([OH:7])=O.[F:13][C:14]([F:26])([F:25])[O:15][C:16]1[CH:17]=[C:18](B(O)O)[CH:19]=[CH:20][CH:21]=1.[N:27]1([CH:32]2[CH2:37][CH2:36][NH:35][CH2:34][CH2:33]2)[CH2:31][CH2:30][CH2:29][CH2:28]1>>[CH3:12][C:3]1[C:4]([C:5]([N:35]2[CH2:36][CH2:37][CH:32]([N:27]3[CH2:31][CH2:30][CH2:29][CH2:28]3)[CH2:33][CH2:34]2)=[O:7])=[C:8]([CH3:11])[CH:9]=[CH:10][C:2]=1[C:20]1[CH:19]=[CH:18][CH:17]=[C:16]([O:15][C:14]([F:26])([F:25])[F:13])[CH:21]=1. Procedure: In analogy to the procedure described for intermediate 1,2,4-dimethyl-3′-trifluoromethoxy-biphenyl-3-carboxylic acid (prepared from 3-bromo-2,6-dimethyl-benzoic acid [Lee, J.; et al. Bioorganic & Medicinal Chemistry Letters (2003), 13(11), 1879-1882] and 3-trifluoromethoxy-phenyl boronic acid in analogy to the procedure described for the preparation of example 1) was converted into its acid chloride and reacted with 4-pyrrolidin-1-yl-piperidine to give the title compound as light yellow solid. M... The reactants are O=CC(=O)O, [BH3-]C#N, CC(=O)O, CO, Cl, Cl, Cl, [Na+], O=C(Nc1ccc2cn[nH]c2c1)c1cc2nc(Nc3ccccc3C(F)(F)F)[nH]c2cc1N1CCNCC1. The product is O=C(O)CN1CCN(c2cc3[nH]c(Nc4ccccc4C(F)(F)F)nc3cc2C(=O)Nc2ccc3cn[nH]c3c2)CC1. RXN SMILES: [C:42]([CH:43]=[O:44])(=[O:45])[OH:46].[C:47]([BH3-:48])#[N:49].[CH3:51][C:52](=[O:53])[OH:54].[CH3:55][OH:56].[ClH:1].[ClH:2].[ClH:3].[Na+:50].[nH:4]1[n:5][cH:6][c:7]2[cH:8][cH:9][c:10]([NH:13][C:14](=[O:15])[c:16]3[cH:17][c:18]4[c:19]([nH:20][c:21]([NH:23][c:24]5[c:25]([C:30]([F:31])([F:32])[F:33])[cH:26][cH:27][cH:28][cH:29]5)[n:22]4)[cH:34][c:35]3[N:36]3[CH2:37][CH2:38][NH:39][CH2:40][CH2:41]3)[cH:11][c:12]12>>[nH:4]1[n:5][cH:6][c:7]2[cH:8][cH:9][c:10]([NH:13][C:14](=[O:15])[c:16]3[cH:17][c:18]4[c:19]([nH:20][c:21]([NH:23][c:24]5[c:25]([C:30]([F:31])([F:32])[F:33])[cH:26][cH:27][cH:28][cH:29]5)[n:22]4)[cH:34][c:35]3[N:36]3[CH2:37][CH2:38][N:39]([CH2:43][C:42](=[O:45])[OH:46])[CH2:40][CH2:41]3)[cH:11][c:12]12. Reactants: CC1(C)NC(=O)NC1=S, CO, CN(C)c1ccccc1CCl, Cl. Yields the product CN(C)c1ccccc1CSC1=NC(=O)NC1(C)C. Reaction SMILES: [CH3:13][C:14]1([CH3:21])[C:15](=[S:20])[NH:16][C:17](=[O:19])[NH:18]1.[CH3:22][OH:23].[CH3:2][N:3]([c:4]1[c:5]([CH2:6][Cl:7])[cH:8][cH:9][cH:10][cH:11]1)[CH3:12].[ClH:1]>>[CH3:2][N:3]([c:4]1[c:5]([CH2:6][S:20][C:15]2=[N:16][C:17](=[O:19])[NH:18][C:14]2([CH3:13])[CH3:21])[cH:8][cH:9][cH:10][cH:11]1)[CH3:12]. Reactants: CCOc1ccc(-c2nn(-c3ccccc3)cc2C=C2SC(=O)NC2=O)cc1Br, CN(C)C=O, [H-], CI, [Na+], O. Yields the product CCOc1ccc(-c2nn(-c3ccccc3)cc2C=C2SC(=O)N(C)C2=O)cc1Br. Reaction SMILES: [Br:1][c:2]1[cH:3][c:4](-[c:11]2[n:12][n:13](-[c:24]3[cH:25][cH:26][cH:27][cH:28][cH:29]3)[cH:14][c:15]2[CH:16]=[C:17]2[C:18](=[O:23])[NH:19][C:20](=[O:22])[S:21]2)[cH:5][cH:6][c:7]1[O:8][CH2:9][CH3:10].[CH3:35][N:36]([CH3:37])[CH:38]=[O:39].[H-:30].[I:32][CH3:33].[Na+:31].[OH2:34]>>[Br:1][c:2]1[cH:3][c:4](-[c:11]2[n:12][n:13](-[c:24]3[cH:25][cH:26][cH:27][cH:28][cH:29]3)[cH:14][c:15]2[CH:16]=[C:17]2[C:18](=[O:23])[N:19]([CH3:33])[C:20](=[O:22])[S:21]2)[cH:5][cH:6][c:7]1[O:8][CH2:9][CH3:10]. The reactants are CCOC(=O)C(NC(=O)OCc1ccccc1)C(=O)O, ClCCl, CN(C)C=O, ClP(Cl)(Cl)(Cl)Cl, Nc1cc(Cl)ccc1C(=O)c1ccccc1. The product is CCOC(=O)C(NC(=O)OCc1ccccc1)C(=O)Nc1cc(Cl)ccc1C(=O)c1ccccc1. As a reaction SMILES: [C:1](=[O:2])([O:3][CH2:4][CH3:5])[CH:6]([NH:7][C:8](=[O:9])[O:10][CH2:11][c:12]1[cH:13][cH:14][cH:15][cH:16][cH:17]1)[C:18](=[O:19])[OH:20].[CH2:43]([Cl:44])[Cl:45].[CH3:46][N:47]([CH3:48])[CH:49]=[O:50].[Cl:21][P:22]([Cl:23])([Cl:24])([Cl:25])[Cl:26].[NH2:27][c:28]1[c:29]([C:30](=[O:31])[c:32]2[cH:33][cH:34][cH:35][cH:36][cH:37]2)[cH:38][cH:39][c:40]([Cl:42])[cH:41]1>>[C:1](=[O:2])([O:3][CH2:4][CH3:5])[CH:6]([NH:7][C:8](=[O:9])[O:10][CH2:11][c:12]1[cH:13][cH:14][cH:15][cH:16][cH:17]1)[C:18](=[O:20])[NH:27][c:28]1[c:29]([C:30](=[O:31])[c:32]2[cH:33][cH:34][cH:35][cH:36][cH:37]2)[cH:38][cH:39][c:40]([Cl:42])[cH:41]1. The solvent is O (water). The reactants are CC(=O)C (acetone), S(C)(=O)(=O)OC1=C(C=C(C(=C1)[N+](=O)[O-])O)C (2-methyl-4-hydroxy-5-nitrophenyl mesylate), C([O-])([O-])=O.[Na+].[Na+] (sodium carbonate), S(=O)(=O)(OC)OC (dimethyl sulfate). The yield is 77.0%. Product: S(C)(=O)(=O)OC1=C(C=C(C(=C1)[N+](=O)[O-])OC)C (2-methyl-4-methoxy-5-nitropheyl mesylate). RXN SMILES: [CH3:1]C(C)=O.[S:5]([O:9][C:10]1[CH:15]=[C:14]([N+:16]([O-:18])=[O:17])[C:13]([OH:19])=[CH:12][C:11]=1[CH3:20])(=[O:8])(=[O:7])[CH3:6].C(=O)([O-])[O-].[Na+].[Na+].S(OC)(OC)(=O)=O>O>[S:5]([O:9][C:10]1[CH:15]=[C:14]([N+:16]([O-:18])=[O:17])[C:13]([O:19][CH3:1])=[CH:12][C:11]=1[CH3:20])(=[O:7])(=[O:8])[CH3:6] |f:2.3.4|. Procedure details: To 200 ml of acetone, were added 19.1 g (77.3 mmol) of 2-methyl-4-hydroxy-5-nitrophenyl mesylate, 31.2 g of sodium carbonate and 19.2 g of dimethyl sulfate. The obtained mixture was heated under reflux for 3 hours. The reaction mixture was cooled and 700 ml of water was poured thereto. Then the mixture was extracted with 700 ml of chloroform, and the extract was washed with water and dried over anhydrous Glauber's salt. After distilling off the solvent under reduced pressure, the residue was rec... The solvent is ClCCl (dichloromethane). Procedure: A stream of ozone is sparged at -75° C. for 3 hours 30 minutes into a solution of 1 g (5.62 mmol) of 2-(2-methoxyphenyl)acrylic acid, obtained under the conditions described in Example 38, in dichloromethane. 1.66 cm3 (22.5 mmol) of dimethyl sulphide are added and stirring is continued, the temperature being allowed to rise to the region of 20° C. After concentrating the reaction mixture to dryness, 0.7 g (69%) of (2-methoxyphenyl)oxoacetic acid is obtained in the form of crystals, the character... RXN SMILES: [O:1]=[O+][O-].[CH3:4][O:5][C:6]1[CH:11]=[CH:10][CH:9]=[CH:8][C:7]=1[C:12](=C)[C:13]([OH:15])=[O:14].CSC>ClCCl>[CH3:4][O:5][C:6]1[CH:11]=[CH:10][CH:9]=[CH:8][C:7]=1[C:12](=[O:1])[C:13]([OH:15])=[O:14]. Product: COC1=C(C=CC=C1)C(C(=O)O)=O ((2-methoxyphenyl)oxoacetic acid). Reactants: O=[O+][O-] (ozone), COC1=C(C=CC=C1)C(C(=O)O)=C (2-(2-methoxyphenyl)acrylic acid), CSC (dimethyl sulphide). Yield: 69.0%.